From a dataset of the Open Reaction Database (ORD), a public repository of structured organic reaction records. describe an organic reaction: reactants, conditions, products, and yield Reactants: ClCCl, O=C(O)C(F)(F)F, CC(C)CC(NCCCCCOc1cc(F)c(-n2c(N)c(C(=O)c3ccc(F)cc3F)ccc2=O)c(F)c1)C(=O)OC(C)(C)C. The product is CC(C)CC(NCCCCCOc1cc(F)c(-n2c(N)c(C(=O)c3ccc(F)cc3F)ccc2=O)c(F)c1)C(=O)O. As a reaction SMILES: [Cl:53][CH2:54][Cl:55].[F:46][C:47]([F:48])([F:49])[C:50]([OH:51])=[O:52].[NH2:1][c:2]1[c:3]([C:36]([c:37]2[c:38]([F:44])[cH:39][c:40]([F:43])[cH:41][cH:42]2)=[O:45])[cH:4][cH:5][c:6](=[O:35])[n:7]1-[c:8]1[c:9]([F:34])[cH:10][c:11]([O:12][CH2:13][CH2:14][CH2:15][CH2:16][CH2:17][NH:18][CH:19]([CH2:20][CH:21]([CH3:22])[CH3:23])[C:24](=[O:25])[O:26][C:27]([CH3:28])([CH3:29])[CH3:30])[cH:31][c:32]1[F:33]>>[NH2:1][c:2]1[c:3]([C:36]([c:37]2[c:38]([F:44])[cH:39][c:40]([F:43])[cH:41][cH:42]2)=[O:45])[cH:4][cH:5][c:6](=[O:35])[n:7]1-[c:8]1[c:9]([F:34])[cH:10][c:11]([O:12][CH2:13][CH2:14][CH2:15][CH2:16][CH2:17][NH:18][CH:19]([CH2:20][CH:21]([CH3:22])[CH3:23])[C:24](=[O:25])[OH:26])[cH:31][c:32]1[F:33]. Starting materials: ON=C1CCCCCCCCCCC1, C1CCCCCCCCCCC1, CC(=O)O, O=[N+]([O-])C1CCCCCCCCCCC1, CC(C)(C)ON=O, O=NC1CCCCCCCCCCC1, O=C1c2ccccc2C(=O)N1O. The product is O=C1CCCCCCCCCCC1. RXN SMILES: [C:32]1(=[N:33][OH:34])[CH2:35][CH2:36][CH2:37][CH2:38][CH2:39][CH2:40][CH2:41][CH2:42][CH2:43][CH2:44][CH2:45]1.[CH2:1]1[CH2:2][CH2:3][CH2:4][CH2:5][CH2:6][CH2:7][CH2:8][CH2:9][CH2:10][CH2:11][CH2:12]1.[CH3:75][C:76](=[O:77])[OH:78].[N+:60]([CH:61]1[CH2:62][CH2:63][CH2:64][CH2:65][CH2:66][CH2:67][CH2:68][CH2:69][CH2:70][CH2:71][CH2:72]1)([O-:73])=[O:74].[N:25]([O:26][C:27]([CH3:28])([CH3:29])[CH3:30])=[O:31].[N:46]([CH:47]1[CH2:48][CH2:49][CH2:50][CH2:51][CH2:52][CH2:53][CH2:54][CH2:55][CH2:56][CH2:57][CH2:58]1)=[O:59].[OH:13][N:14]1[C:15](=[O:16])[c:17]2[cH:18][cH:19][cH:20][cH:21][c:22]2[C:23]1=[O:24]>>[C:1]1(=[O:13])[CH2:2][CH2:3][CH2:4][CH2:5][CH2:6][CH2:7][CH2:8][CH2:9][CH2:10][CH2:11][CH2:12]1. Product: C1(CCCC1)OC=1C=C(C=CC1OC)C1CCN(CC1)C(=O)N1CCC(CC1)NC1=CC=C(C=C1)CCNC[C@@H](COC1=CC=C(C=C1)O)O ([4-(3-Cyclopentyloxy-4-methoxy-phenyl)-piperidin-1-yl]-[4-(4-{2-[(2S)-2-hydroxy-3-(4-hydroxy-phenoxy)-propylamino]-ethyl}-phenylamino)-piperidin-1-yl]-methanone). The solvent is C(Cl)(Cl)Cl.CO (chloroform methanol). As a reaction SMILES: C(O)=O.[NH2:4][CH2:5][CH2:6][C:7]1[CH:41]=[CH:40][C:10]([NH:11][CH:12]2[CH2:17][CH2:16][N:15]([C:18]([N:20]3[CH2:25][CH2:24][CH:23]([C:26]4[CH:31]=[CH:30][C:29]([O:32][CH3:33])=[C:28]([O:34][CH:35]5[CH2:39][CH2:38][CH2:37][CH2:36]5)[CH:27]=4)[CH2:22][CH2:21]3)=[O:19])[CH2:14][CH2:13]2)=[CH:9][CH:8]=1.C([Si]([O:59][C:60]1[CH:65]=[CH:64][C:63]([O:66][CH2:67][CH:68]2[CH2:70][O:69]2)=[CH:62][CH:61]=1)(C1C=CC=CC=1)C1C=CC=CC=1)(C)(C)C>C(Cl)(Cl)Cl.CO>[CH:35]1([O:34][C:28]2[CH:27]=[C:26]([CH:23]3[CH2:22][CH2:21][N:20]([C:18]([N:15]4[CH2:14][CH2:13][CH:12]([NH:11][C:10]5[CH:40]=[CH:41][C:7]([CH2:6][CH2:5][NH:4][CH2:70][C@H:68]([OH:69])[CH2:67][O:66][C:63]6[CH:64]=[CH:65][C:60]([OH:59])=[CH:61][CH:62]=6)=[CH:8][CH:9]=5)[CH2:17][CH2:16]4)=[O:19])[CH2:25][CH2:24]3)[CH:31]=[CH:30][C:29]=2[O:32][CH3:33])[CH2:36][CH2:37][CH2:38][CH2:39]1 |f:0.1,3.4|. Reactants: C(=O)O.NCCC1=CC=C(NC2CCN(CC2)C(=O)N2CCC(CC2)C2=CC(=C(C=C2)OC)OC2CCCC2)C=C1 ({4-[4-(2-Aminoethyl)anilino]-1-piperidinyl}{4-[3-(cyclopentyloxy)-4-methoxyphenyl]-1-piperidinyl}methanone formate), C(C)(C)(C)[Si](C1=CC=CC=C1)(C1=CC=CC=C1)OC1=CC=C(C=C1)OCC1OC1 (tert-butyl-(4-oxiranylmethoxy-phenoxy)-diphenyl-silane). Procedure: {4-[4-(2-Aminoethyl)anilino]-1-piperidinyl}{4-[3-(cyclopentyloxy)-4-methoxyphenyl]-1-piperidinyl}methanone formate (0.50 g, 0.88 mmol) was reacted with tert-butyl-(4-oxiranylmethoxy-phenoxy)-diphenyl-silane (0.350 g, 0.88 mmol) according to Procedure G to yield (eluant: 20:1 chloroform-methanol) the title compound (0.168 g, 0.181 mmol) Isolated yield 20.6%. RXN SMILES: Cl[C:2]1[C:7]([O:8][C:9]2[CH:14]=[C:13]([O:15][CH3:16])[CH:12]=[CH:11][C:10]=2[Cl:17])=[C:6]([Cl:18])[N:5]=[CH:4][N:3]=1.[K].[CH2:20]([NH:27][S:28](=[O:31])(=[O:30])[NH2:29])[C:21]1[CH:26]=[CH:25][CH:24]=[CH:23][CH:22]=1>>[Cl:18][C:6]1[N:5]=[CH:4][N:3]=[C:2]([NH:29][S:28](=[O:30])(=[O:31])[NH:27][CH2:20][C:21]2[CH:26]=[CH:25][CH:24]=[CH:23][CH:22]=2)[C:7]=1[O:8][C:9]1[CH:14]=[C:13]([O:15][CH3:16])[CH:12]=[CH:11][C:10]=1[Cl:17] |f:1.2,^1:18|. The reactants are ClC1=NC=NC(=C1OC1=C(C=CC(=C1)OC)Cl)Cl (4,6-dichloro-5-(2-chloro-5-methoxy-phenoxy)-pyrimidine), [K].C(C1=CC=CC=C1)NS(N)(=O)=O (benzylsulfamic acid amide potassium salt). The product is ClC1=C(C(=NC=N1)NS(NCC1=CC=CC=C1)(=O)=O)OC1=C(C=CC(=C1)OC)Cl (Benzylsulfamic acid [6-chloro-5-(2-chloro-5-methoxy-phenoxy)-pyrimidin-4-yl]-amide). Reported procedure: Benzylsulfamic acid [6-chloro-5-(2-chloro-5-methoxy-phenoxy)-pyrimidin-4-yl]-amide (0.7 g) was prepared from 4,6-dichloro-5-(2-chloro-5-methoxy-phenoxy)-pyrimidine (1 g) and benzylsulfamic acid amide potassium salt (1.21 g) according to the procedure described in Referential Example 15. LC-MS: tR=5.13; [M+H]+=456.91. Isolated yield 47.0%. Starting materials: CCNC(=O)Nc1ccc(-c2nc3c(c(N4CCOCC4CC)n2)CCNC3)cc1, CN(C)C=O, CS(=O)(=O)Cl, CCN(C(C)C)C(C)C. Product: CCNC(=O)Nc1ccc(-c2nc3c(c(N4CCOCC4CC)n2)CCN(S(C)(=O)=O)C3)cc1. RXN SMILES: [CH2:1]([CH3:2])[NH:3][C:4](=[O:5])[NH:6][c:7]1[cH:8][cH:9][c:10](-[c:13]2[n:14][c:15]([N:23]3[CH:24]([CH2:29][CH3:30])[CH2:25][O:26][CH2:27][CH2:28]3)[c:16]3[c:17]([n:18]2)[CH2:19][NH:20][CH2:21][CH2:22]3)[cH:11][cH:12]1.[CH3:31][N:32]([CH3:33])[CH:34]=[O:35].[CH3:45][S:46]([Cl:47])(=[O:48])=[O:49].[CH:36]([N:37]([CH2:38][CH3:39])[CH:40]([CH3:41])[CH3:42])([CH3:43])[CH3:44]>>[CH2:1]([CH3:2])[NH:3][C:4](=[O:5])[NH:6][c:7]1[cH:8][cH:9][c:10](-[c:13]2[n:14][c:15]([N:23]3[CH:24]([CH2:29][CH3:30])[CH2:25][O:26][CH2:27][CH2:28]3)[c:16]3[c:17]([n:18]2)[CH2:19][N:20]([S:46]([CH3:45])(=[O:48])=[O:49])[CH2:21][CH2:22]3)[cH:11][cH:12]1. The reactants are C(C1=CC=CC=C1)OC1=CC(OC2=CC(=CC=C12)OCC(CN1CCN(CC1)CC1=CC=C(C=C1)Cl)O)=O (1-[3-(4-benzyloxycoumarin-7-yloxy)-2-hydroxypropyl]-4-(4-chlorobenzyl)piperazine), [H][H] (hydrogen). Reagents/catalysts: [Pd] (Pd/C). Solvent: CN(C)C=O (DMF). Product: ClC1=CC=C(CN2CCN(CC2)CC(COC2=CC=C3C(=CC(OC3=C2)=O)O)O)C=C1 (1-(4-Chlorobenzyl)-4-[2-hydroxy-3-(4-hydroxycoumarin-7-yloxy)propyl]piperazine). Isolated yield 61.8%. RXN SMILES: C([O:8][C:9]1[C:18]2[C:13](=[CH:14][C:15]([O:19][CH2:20][CH:21]([OH:37])[CH2:22][N:23]3[CH2:28][CH2:27][N:26]([CH2:29][C:30]4[CH:35]=[CH:34][C:33]([Cl:36])=[CH:32][CH:31]=4)[CH2:25][CH2:24]3)=[CH:16][CH:17]=2)[O:12][C:11](=[O:38])[CH:10]=1)C1C=CC=CC=1.[H][H]>CN(C=O)C.[Pd]>[Cl:36][C:33]1[CH:32]=[CH:31][C:30]([CH2:29][N:26]2[CH2:27][CH2:28][N:23]([CH2:22][CH:21]([OH:37])[CH2:20][O:19][C:15]3[CH:14]=[C:13]4[C:18]([C:9]([OH:8])=[CH:10][C:11](=[O:38])[O:12]4)=[CH:17][CH:16]=3)[CH2:24][CH2:25]2)=[CH:35][CH:34]=1. Reported procedure: A solution of 1-[3-(4-benzyloxycoumarin-7-yloxy)-2-hydroxypropyl]-4-(4-chlorobenzyl)piperazine (7 g) in dry DMF (80 ml) was hydrogenated at atmospheric pressure over 10% Pd/C catalyst till one equivalent of hydrogen was absorbed. Filtration and evaporation of the solvent in vacuo afforded an oily product which crystallized from ethanol/petrol to give 3.60 g (63%) of the title compound.